From a dataset of the Open Reaction Database (ORD), a public repository of structured organic reaction records. describe an organic reaction: reactants, conditions, products, and yield Starting materials: N1CC(C1)C=1C=C2C=CN(C2=CC1)S(=O)(=O)C1=CC=C(C=C1)C1=CN=CO1 (5-azetidin-3-yl-1-(4-oxazol-5-yl-benzensulfonyl)-1H-indole), Cl.N1CC(C1)C=1C=C2CCN(C2=CC1)S(=O)(=O)C1=CC=CC=C1 (5-azetidin-3-yl-1-benzenesulfonyl-2,3-dihydro-1H-indole, hydrochloride). Product: N1CC(C1)C=1C=C2CCN(C2=CC1)S(=O)(=O)C1=CC=C(C=C1)C1=CN=CO1 (5-azetidin-3-yl-1-(4-oxazol-5-yl-benzenesulfonyl)-2,3-dihydro-1H-indole). As a reaction SMILES: [NH:1]1[CH2:4][CH:3]([C:5]2[CH:6]=[C:7]3[C:11](=[CH:12][CH:13]=2)[N:10]([S:14]([C:17]2[CH:22]=[CH:21][C:20]([C:23]4[O:27][CH:26]=[N:25][CH:24]=4)=[CH:19][CH:18]=2)(=[O:16])=[O:15])[CH:9]=[CH:8]3)[CH2:2]1.Cl.N1CC(C2C=C3C(=CC=2)N(S(C2C=CC=CC=2)(=O)=O)CC3)C1>>[NH:1]1[CH2:2][CH:3]([C:5]2[CH:6]=[C:7]3[C:11](=[CH:12][CH:13]=2)[N:10]([S:14]([C:17]2[CH:18]=[CH:19][C:20]([C:23]4[O:27][CH:26]=[N:25][CH:24]=4)=[CH:21][CH:22]=2)(=[O:16])=[O:15])[CH2:9][CH2:8]3)[CH2:4]1 |f:1.2|. Procedure: This compound was prepared from 5-azetidin-3-yl-1-(4-oxazol-5-yl-benzensulfonyl)-1H-indole by the method outlined for compound 7. ESI-MS [m/z]: 382.05 [M+H]+. 1H-NMR (400 MHz, d6-DMSO): δ=8.7 (bs, 1H), 8.55 (s, 1H), 7.9 (m, 5H), 7.45 (d, 1H), 7.25 (s, 1H), 7.2 (d, 1H), 4.2 (m, 2H), 4.1-3.9 (m, 5H), 2.95 ppm (t, 3H). Reactants: CC(C)(C)OC(=O)NC(Cc1ccc(-c2cn3cccc(Br)c3n2)cc1)CN1C(=O)c2ccccc2C1=O, C1COCCO1, CCOC(C)=O, CCN(C(C)C)C(C)C, CC(C)Oc1ccc(C(=O)Oc2c(F)c(F)c(F)c(F)c2F)cc1Cl, Cl. Yields the product CC(C)Oc1ccc(C(=O)NC(Cc2ccc(-c3cn4cccc(Br)c4n3)cc2)CN2C(=O)c3ccccc3C2=O)cc1Cl. Reaction SMILES: [Br:1][c:2]1[c:3]2[n:4]([cH:5][cH:6][cH:7]1)[cH:8][c:9](-[c:11]1[cH:12][cH:13][c:14]([CH2:17][CH:18]([CH2:19][N:20]3[C:21](=[O:30])[c:22]4[cH:23][cH:24][cH:25][cH:26][c:27]4[C:28]3=[O:29])[NH:31][C:32]([O:33][C:34]([CH3:35])([CH3:36])[CH3:37])=[O:38])[cH:15][cH:16]1)[n:10]2.[CH2:74]1[O:75][CH2:76][CH2:77][O:78][CH2:79]1.[CH3:80][CH2:81][O:82][C:83](=[O:84])[CH3:85].[CH:40]([N:41]([CH:42]([CH3:43])[CH3:44])[CH2:45][CH3:46])([CH3:47])[CH3:48].[Cl:49][c:50]1[cH:51][c:52]([C:53]([O:54][c:55]2[c:56]([F:57])[c:58]([F:59])[c:60]([F:61])[c:62]([F:63])[c:64]2[F:65])=[O:66])[cH:67][cH:68][c:69]1[O:70][CH:71]([CH3:72])[CH3:73].[ClH:39]>>[Br:1][c:2]1[c:3]2[n:4]([cH:5][cH:6][cH:7]1)[cH:8][c:9](-[c:11]1[cH:12][cH:13][c:14]([CH2:17][CH:18]([CH2:19][N:20]3[C:21](=[O:30])[c:22]4[cH:23][cH:24][cH:25][cH:26][c:27]4[C:28]3=[O:29])[NH:31][C:32](=[O:38])[c:52]3[cH:51][c:50]([Cl:49])[c:69]([O:70][CH:71]([CH3:72])[CH3:73])[cH:68][cH:67]3)[cH:15][cH:16]1)[n:10]2.